This data is from the Open Reaction Database (ORD), a public repository of structured organic reaction records. The task is: describe an organic reaction: reactants, conditions, products, and yield Reactants: OB(O)c1ccccc1Br, O=C([O-])[O-], CCO, CCOCC, Clc1ccc(OCc2ccccc2)c(I)c1, [K+], [K+], O, Cc1ccccc1, c1ccc(P(c2ccccc2)(c2ccccc2)[Pd](P(c2ccccc2)(c2ccccc2)c2ccccc2)(P(c2ccccc2)(c2ccccc2)c2ccccc2)P(c2ccccc2)(c2ccccc2)c2ccccc2)cc1. The product is Clc1ccc(OCc2ccccc2)c(-c2ccccc2Br)c1. As a reaction SMILES: [Br:1][c:2]1[c:3]([B:8]([OH:9])[OH:10])[cH:4][cH:5][cH:6][cH:7]1.[C:27](=[O:28])([O-:29])[O-:30].[CH2:33]([OH:34])[CH3:35].[CH2:44]([O:45][CH2:46][CH3:47])[CH3:48].[Cl:11][c:12]1[cH:13][c:14]([I:26])[c:15]([O:18][CH2:19][c:20]2[cH:21][cH:22][cH:23][cH:24][cH:25]2)[cH:16][cH:17]1.[K+:31].[K+:32].[OH2:43].[c:36]1([CH3:37])[cH:38][cH:39][cH:40][cH:41][cH:42]1.[cH:49]1[cH:50][cH:51][c:52]([P:53]([Pd:54]([P:55]([c:56]2[cH:57][cH:58][cH:59][cH:60][cH:61]2)([c:62]2[cH:63][cH:64][cH:65][cH:66][cH:67]2)[c:68]2[cH:69][cH:70][cH:71][cH:72][cH:73]2)([P:74]([c:75]2[cH:76][cH:77][cH:78][cH:79][cH:80]2)([c:81]2[cH:82][cH:83][cH:84][cH:85][cH:86]2)[c:87]2[cH:88][cH:89][cH:90][cH:91][cH:92]2)[P:93]([c:94]2[cH:95][cH:96][cH:97][cH:98][cH:99]2)([c:100]2[cH:101][cH:102][cH:103][cH:104][cH:105]2)[c:106]2[cH:107][cH:108][cH:109][cH:110][cH:111]2)([c:112]2[cH:113][cH:114][cH:115][cH:116][cH:117]2)[c:118]2[cH:119][cH:120][cH:121][cH:122][cH:123]2)[cH:124][cH:125]1>>[Br:1][c:2]1[c:3](-[c:14]2[cH:13][c:12]([Cl:11])[cH:17][cH:16][c:15]2[O:18][CH2:19][c:20]2[cH:21][cH:22][cH:23][cH:24][cH:25]2)[cH:4][cH:5][cH:6][cH:7]1. Product: COCCN(C)C1CCCN(C(=O)OC(C)(C)C)C1. Starting materials: CC(C)(C)OC(=O)N1CCCC(=O)C1, CC(=O)O[BH-](OC(C)=O)OC(C)=O, CNCCOC, CC(=O)O, ClCCCl, ClCCl, [Na+]. RXN SMILES: [C:1](=[O:2])([O:3][C:4]([CH3:5])([CH3:6])[CH3:7])[N:8]1[CH2:9][C:10](=[O:14])[CH2:11][CH2:12][CH2:13]1.[C:21]([O:22][BH-:23]([O:24][C:25](=[O:26])[CH3:27])[O:28][C:29](=[O:30])[CH3:31])(=[O:32])[CH3:33].[CH3:15][O:16][CH2:17][CH2:18][NH:19][CH3:20].[CH3:35][C:36](=[O:37])[OH:38].[Cl:39][CH2:40][CH2:41][Cl:42].[Cl:43][CH2:44][Cl:45].[Na+:34]>>[C:1](=[O:2])([O:3][C:4]([CH3:5])([CH3:6])[CH3:7])[N:8]1[CH2:9][CH:10]([N:19]([CH2:18][CH2:17][O:16][CH3:15])[CH3:20])[CH2:11][CH2:12][CH2:13]1. Starting materials: CCO, [Cl-], [Fe], [NH4+], O, N#CC1CCC(Nc2c([N+](=O)[O-])cnc3c2ccn3S(=O)(=O)c2ccccc2)CC1. Product: N#CC1CCC(Nc2c(N)cnc3c2ccn3S(=O)(=O)c2ccccc2)CC1. RXN SMILES: [CH3:33][CH2:34][OH:35].[Cl-:31].[Fe:37].[NH4+:32].[OH2:36].[c:1]1([S:7](=[O:8])(=[O:9])[n:10]2[cH:11][cH:12][c:13]3[c:14]2[n:15][cH:16][c:17]([N+:28]([O-:29])=[O:30])[c:18]3[NH:19][CH:20]2[CH2:21][CH2:22][CH:23]([C:26]#[N:27])[CH2:24][CH2:25]2)[cH:2][cH:3][cH:4][cH:5][cH:6]1>>[c:1]1([S:7](=[O:8])(=[O:9])[n:10]2[cH:11][cH:12][c:13]3[c:14]2[n:15][cH:16][c:17]([NH2:28])[c:18]3[NH:19][CH:20]2[CH2:21][CH2:22][CH:23]([C:26]#[N:27])[CH2:24][CH2:25]2)[cH:2][cH:3][cH:4][cH:5][cH:6]1. The reactants are Nc1cc([N+](=O)[O-])ccc1Cl, [I-], [K+], O=N[O-], [Na+], O, O=S(=O)(O)O. Product: O=[N+]([O-])c1ccc(Cl)c(I)c1. RXN SMILES: [Cl:1][c:2]1[c:3]([NH2:4])[cH:5][c:6]([N+:9](=[O:10])[O-:11])[cH:7][cH:8]1.[I-:22].[K+:21].[N:17]([O-:18])=[O:19].[Na+:20].[OH2:23].[S:12](=[O:13])(=[O:14])([OH:15])[OH:16]>>[Cl:1][c:2]1[c:3]([I:22])[cH:5][c:6]([N+:9](=[O:10])[O-:11])[cH:7][cH:8]1. Reactants: C1CCOC1, COC(=O)c1cc(N2CCOCC2)cc2c1nc(C(F)(F)F)n2Cc1cccc(C(F)(F)F)c1C, [Li+], [OH-]. Product: Cc1c(Cn2c(C(F)(F)F)nc3c(C(=O)O)cc(N4CCOCC4)cc32)cccc1C(F)(F)F. RXN SMILES: [CH2:38]1[O:39][CH2:40][CH2:41][CH2:42]1.[CH3:1][c:2]1[c:3]([CH2:12][n:13]2[c:14]([C:32]([F:33])([F:34])[F:35])[n:15][c:16]3[c:17]2[cH:18][c:19]([N:26]2[CH2:27][CH2:28][O:29][CH2:30][CH2:31]2)[cH:20][c:21]3[C:22](=[O:23])[O:24][CH3:25])[cH:4][cH:5][cH:6][c:7]1[C:8]([F:9])([F:10])[F:11].[Li+:36].[OH-:37]>>[CH3:1][c:2]1[c:3]([CH2:12][n:13]2[c:14]([C:32]([F:33])([F:34])[F:35])[n:15][c:16]3[c:17]2[cH:18][c:19]([N:26]2[CH2:27][CH2:28][O:29][CH2:30][CH2:31]2)[cH:20][c:21]3[C:22](=[O:23])[OH:24])[cH:4][cH:5][cH:6][c:7]1[C:8]([F:9])([F:10])[F:11]. Reactants: FC1=C2C=CC=C(C2=CC=C1)OC1CCNCC1 (4-(5-fluoro-1-naphthalenyloxy)piperidine), ClCCCC(=O)C1=CC=C(C=C1)F (4-chloro-1-(4-fluorophenyl)-1-butanone), CC1=C(C=CC2=CC=CC=C12)ON1CCCCC1 ((1-methyl-2-naphthalenyloxy)piperidine), BrCCC(O)C1=CC=CC=C1 (3-bromo-1-phenylpropanol). The product is C1(=CC=CC=C1)C(CCN1CCC(CC1)OC1=CC=CC2=C(C=CC=C12)F)O (α-phenyl-4-(5-fluoro-1-naphthalenyloxy)-1-piperidinepropanol). RXN SMILES: [F:1][C:2]1[CH:11]=[CH:10][CH:9]=[C:8]2[C:3]=1[CH:4]=[CH:5][CH:6]=[C:7]2[O:12][CH:13]1[CH2:18][CH2:17][NH:16][CH2:15][CH2:14]1.CC1C2C(=CC=CC=2)C=CC=1ON1CCCCC1.Br[CH2:38][CH2:39][CH:40]([C:42]1[CH:47]=[CH:46][CH:45]=[CH:44][CH:43]=1)[OH:41].ClCCCC(C1C=CC(F)=CC=1)=O>>[C:42]1([CH:40]([OH:41])[CH2:39][CH2:38][N:16]2[CH2:15][CH2:14][CH:13]([O:12][C:7]3[C:8]4[C:3](=[C:2]([F:1])[CH:11]=[CH:10][CH:9]=4)[CH:4]=[CH:5][CH:6]=3)[CH2:18][CH2:17]2)[CH:47]=[CH:46][CH:45]=[CH:44][CH:43]=1. Procedure: When in the procedure of Example 18, 4-(5-fluoro-1-naphthalenyloxy)piperidine is substituted for (1-methyl-2-naphthalenyloxy)piperidine and 3-bromo-1-phenylpropanol substituted for 4-chloro-1-(4-fluorophenyl)-1-butanone, α-phenyl-4-(5-fluoro-1-naphthalenyloxy)-1-piperidinepropanol is obtained.